Dataset: the Open Reaction Database (ORD), a public repository of structured organic reaction records. Task: describe an organic reaction: reactants, conditions, products, and yield Yields the product CC(C(=O)C1=CC=C(C=C1)SC)(C)N1CCOCC1 (2-Methyl-1-[4-(methylthio)-phenyl]-2-morpholinopropan-1-one). RXN SMILES: [CH3:1][C:2]1([CH3:15])O[C:3]1([O:13]C)[C:5]1[CH:10]=[CH:9][C:8]([S:11][CH3:12])=[CH:7][CH:6]=1.[NH:16]1[CH2:21][CH2:20][O:19][CH2:18][CH2:17]1>>[CH3:15][C:2]([N:16]1[CH2:21][CH2:20][O:19][CH2:18][CH2:17]1)([CH3:1])[C:3]([C:5]1[CH:10]=[CH:9][C:8]([S:11][CH3:12])=[CH:7][CH:6]=1)=[O:13]. The reactants are CC1(C(O1)(C1=CC=C(C=C1)SC)OC)C (3,3-dimethyl-2-methoxy-2-[4-(methylthio)-phenyl]-oxirane), N1CCOCC1 (morpholine). Reported procedure: 151.4 g (0.675 mol) of 3,3-dimethyl-2-methoxy-2-[4-(methylthio)-phenyl]-oxirane (melting point 62°-64° C.) are dissolved in 235.2 g (2.70 mols) of morpholine and the solution is warmed to reflux temperature. Reactants: C(C)OC(=O)C(C1=C(C=NC2=C(C=CC=C12)[N+](=O)[O-])Br)C(=O)OCC (4-[bis(ethoxycarbonyl)methyl]-3-bromo-8-nitroquinoline), [Cl-].[Li+] (lithium chloride), O (water). Solvent: CS(=O)C (dimethyl sulfoxide). Conditions: temperature 130 celsius, time 20 minute. Product: BrC=1C=NC2=C(C=CC=C2C1CC(=O)OCC)[N+](=O)[O-] (3-bromo-4-ethoxycarbonylmethyl-8-nitroquinoline). Isolated yield 90.9%. As a reaction SMILES: [CH2:1]([O:3][C:4]([CH:6](C(OCC)=O)[C:7]1[C:16]2[C:11](=[C:12]([N+:17]([O-:19])=[O:18])[CH:13]=[CH:14][CH:15]=2)[N:10]=[CH:9][C:8]=1[Br:20])=[O:5])[CH3:2].[Cl-].[Li+].O>CS(C)=O>[Br:20][C:8]1[CH:9]=[N:10][C:11]2[C:16]([C:7]=1[CH2:6][C:4]([O:3][CH2:1][CH3:2])=[O:5])=[CH:15][CH:14]=[CH:13][C:12]=2[N+:17]([O-:19])=[O:18] |f:1.2|. Procedure details: A mixture of 4-[bis(ethoxycarbonyl)methyl]-3-bromo-8-nitroquinoline (316 mg), lithium chloride (65.1 mg), water (13.8 mg) in dimethyl sulfoxide was stirred for 20 minutes at 130° C. The mixture was partitioned between ethyl acetate and water, and the organic layer was washed with brine, dried over magnesium sulfate and evaporated in vacuo to give 3-bromo-4-ethoxycarbonylmethyl-8-nitroquinoline (236.8 mg). Starting materials: CC1=NN2C(SC=C2)=C1C=1SC(=C(N1)C1=CC=CC=C1)C(=O)O (2-(6-methylpyrazolo[5,1-b][1,3]thiazol-7-yl)-4-phenyl-1,3-thiazole-5-carboxylic acid), TEA, [Cl-].[NH4+] (ammonium chloride), C=1C=CC2=C(C1)N=NN2O (HOBT), CCN=C=NCCCN(C)C (EDCI). Run in CN(C)C=O (DMF). Product: CC1=NN2C(SC=C2)=C1C=1SC(=C(N1)C1=CC=CC=C1)C(=O)N (2-(6-methylpyrazolo[5,1-b][1,3]thiazol-7-yl)-4-phenyl-1,3-thiazole-5-carboxamide). Yield: 90.5%. Reaction SMILES: [CH3:1][C:2]1[C:9]([C:10]2[S:11][C:12]([C:21]([OH:23])=O)=[C:13]([C:15]3[CH:20]=[CH:19][CH:18]=[CH:17][CH:16]=3)[N:14]=2)=[C:5]2[S:6][CH:7]=[CH:8][N:4]2[N:3]=1.[Cl-].[NH4+].C1C=CC2N(O)N=[N:32]C=2C=1.CCN=C=NCCCN(C)C>CN(C=O)C>[CH3:1][C:2]1[C:9]([C:10]2[S:11][C:12]([C:21]([NH2:32])=[O:23])=[C:13]([C:15]3[CH:20]=[CH:19][CH:18]=[CH:17][CH:16]=3)[N:14]=2)=[C:5]2[S:6][CH:7]=[CH:8][N:4]2[N:3]=1 |f:1.2|. Procedure: A mixture of 2-(6-methylpyrazolo[5,1-b][1,3]thiazol-7-yl)-4-phenyl-1,3-thiazole-5-carboxylic acid (1.70 g, 5.0 mmol) obtained in Example 35-B(viii), TEA (2.1 mL), ammonium chloride (803 mg, 15.0 mmol), HOBT (1.01 g, 7.5 mmol), EDCI (1.44 g, 7.5 mmol) and DMF (50 mL) was stirred at rt for 16 h. The reaction mixture was concentrated under reduced pressure. To the residue was added saturated aqueous solution of sodium bicarbonate (30 mL). The resulting precipitate was collected by filtration and wa... The reactants are C1CCOC1, [Li]CCCC, CCCCCC, CC(C)=O, Cl, [NH4+], [OH-], O, O=S(=O)(Cl)Cl, c1ccc2sccc2c1. Yields the product NS(=O)(=O)c1cc2ccccc2s1. As a reaction SMILES: [CH2:23]1[O:24][CH2:25][CH2:26][CH2:27]1.[CH3:10][CH2:11][CH2:12][CH2:13][Li:14].[CH3:28][CH2:29][CH2:30][CH2:31][CH2:32][CH3:33].[CH3:34][C:35](=[O:36])[CH3:37].[ClH:22].[NH4+:21].[OH-:20].[OH2:38].[S:15](=[O:16])(=[O:17])([Cl:18])[Cl:19].[s:1]1[c:2]2[c:3]([cH:4][cH:5]1)[cH:6][cH:7][cH:8][cH:9]2>>[s:1]1[c:2]2[c:3]([cH:4][c:5]1[S:15](=[O:16])(=[O:17])[NH2:21])[cH:6][cH:7][cH:8][cH:9]2. The reactants are C[C@@H](CC(=O)O)C(C1=CC2=C(N=C(O2)C2=CC=CC=C2)C=C1)=O ((S)-3-methyl-4-oxo-4-(2-phenyl-benzoxazol-6-yl)-butyric acid), O.NN (hydrazine hydrate). Run in C(C)O (ethanol). Product: C[C@H]1CC(NN=C1C1=CC2=C(N=C(O2)C2=CC=CC=C2)C=C1)=O ((S)-5-methyl-6-(2-phenyl-benzoxazol-6-yl)-4,5-dihydro-2H-pyridazin-3-one). RXN SMILES: [CH3:1][C@H:2]([C:7](=O)[C:8]1[CH:22]=[CH:21][C:11]2[N:12]=[C:13]([C:15]3[CH:20]=[CH:19][CH:18]=[CH:17][CH:16]=3)[O:14][C:10]=2[CH:9]=1)[CH2:3][C:4](O)=[O:5].O.[NH2:25][NH2:26]>C(O)C>[CH3:1][C@@H:2]1[C:7]([C:8]2[CH:22]=[CH:21][C:11]3[N:12]=[C:13]([C:15]4[CH:20]=[CH:19][CH:18]=[CH:17][CH:16]=4)[O:14][C:10]=3[CH:9]=2)=[N:26][NH:25][C:4](=[O:5])[CH2:3]1 |f:1.2|. Procedure: 177 mg (572 μmol) (S)-3-methyl-4-oxo-4-(2-phenyl-benzoxazol-6-yl)-butyric acid are combined with 10 ml of ethanol and 350 μl (7050 μmol) hydrazine hydrate. The reaction mixture is refluxed for 3 h. The solvent is eliminated by rotary evaporation in vacuo and the residue is separated through silica gel (eluant cyclohexane/EA). Reactants: CCN1CCN(S(=O)(=O)c2cncc(Br)c2)CC1, COc1ccc(CN(Cc2ccc(OC)cc2)c2ncc(-c3nc(N4CCOCC4)nc4c3CCN4)cn2)cc1. The product is CCN1CCN(S(=O)(=O)c2cncc(N3CCc4c(-c5cnc(N(Cc6ccc(OC)cc6)Cc6ccc(OC)cc6)nc5)nc(N5CCOCC5)nc43)c2)CC1. RXN SMILES: [Br:41][c:42]1[cH:43][c:44]([S:48](=[O:49])(=[O:50])[N:51]2[CH2:52][CH2:53][N:54]([CH2:57][CH3:58])[CH2:55][CH2:56]2)[cH:45][n:46][cH:47]1.[CH3:1][O:2][c:3]1[cH:4][cH:5][c:6]([CH2:7][N:8]([c:9]2[n:10][cH:11][c:12](-[c:15]3[c:16]4[c:17]([n:18][c:19]([N:21]5[CH2:22][CH2:23][O:24][CH2:25][CH2:26]5)[n:20]3)[NH:27][CH2:28][CH2:29]4)[cH:13][n:14]2)[CH2:30][c:31]2[cH:32][cH:33][c:34]([O:37][CH3:38])[cH:35][cH:36]2)[cH:39][cH:40]1>>[CH3:1][O:2][c:3]1[cH:4][cH:5][c:6]([CH2:7][N:8]([c:9]2[n:10][cH:11][c:12](-[c:15]3[c:16]4[c:17]([n:18][c:19]([N:21]5[CH2:22][CH2:23][O:24][CH2:25][CH2:26]5)[n:20]3)[N:27]([c:42]3[cH:43][c:44]([S:48](=[O:49])(=[O:50])[N:51]5[CH2:52][CH2:53][N:54]([CH2:57][CH3:58])[CH2:55][CH2:56]5)[cH:45][n:46][cH:47]3)[CH2:28][CH2:29]4)[cH:13][n:14]2)[CH2:30][c:31]2[cH:32][cH:33][c:34]([O:37][CH3:38])[cH:35][cH:36]2)[cH:39][cH:40]1.